From a dataset of the Open Reaction Database (ORD), a public repository of structured organic reaction records. describe an organic reaction: reactants, conditions, products, and yield Starting materials: ClCCl, O=C(O)C(F)(F)F, CC(C)(C#N)c1ccc(-c2c(-c3ccccc3)oc3c(ccn4c(=O)n(COCC[Si](C)(C)C)nc34)c2=O)cc1. Yields the product CC(C)(C#N)c1ccc(-c2c(-c3ccccc3)oc3c(ccn4c(=O)[nH]nc34)c2=O)cc1. As a reaction SMILES: [Cl:48][CH2:49][Cl:50].[F:41][C:42]([F:43])([F:44])[C:45]([OH:46])=[O:47].[O:1]=[c:2]1[n:3]([CH2:33][O:34][CH2:35][CH2:36][Si:37]([CH3:38])([CH3:39])[CH3:40])[n:4][c:5]2[n:6]1[cH:7][cH:8][c:9]1[c:10](=[O:32])[c:11](-[c:21]3[cH:22][cH:23][c:24]([C:27]([C:28]#[N:29])([CH3:30])[CH3:31])[cH:25][cH:26]3)[c:12](-[c:15]3[cH:16][cH:17][cH:18][cH:19][cH:20]3)[o:13][c:14]21>>[O:1]=[c:2]1[nH:3][n:4][c:5]2[n:6]1[cH:7][cH:8][c:9]1[c:10](=[O:32])[c:11](-[c:21]3[cH:22][cH:23][c:24]([C:27]([C:28]#[N:29])([CH3:30])[CH3:31])[cH:25][cH:26]3)[c:12](-[c:15]3[cH:16][cH:17][cH:18][cH:19][cH:20]3)[o:13][c:14]21. Starting materials: O=C(Nc1ccccc1NC1CC1)c1cccnc1Cl, [H-], [Na+], c1ccncc1. The product is O=C1Nc2ccccc2N(C2CC2)c2ncccc21. RXN SMILES: [Cl:1][c:2]1[c:3]([C:4](=[O:5])[NH:6][c:7]2[c:8]([NH:13][CH:14]3[CH2:15][CH2:16]3)[cH:9][cH:10][cH:11][cH:12]2)[cH:17][cH:18][cH:19][n:20]1.[H-:21].[Na+:22].[cH:23]1[cH:24][cH:25][n:26][cH:27][cH:28]1>>[c:2]12[c:3]([cH:17][cH:18][cH:19][n:20]1)[C:4](=[O:5])[NH:6][c:7]1[c:8]([cH:9][cH:10][cH:11][cH:12]1)[N:13]2[CH:14]1[CH2:15][CH2:16]1. Starting materials: O1COC2=C1C=CC(=C2)CC(CCC)=O (1-(1,3-benzdioxol-5-yl)pentan-2-one), C(CCC)N (n-butylamine), C(C)(=O)O[BH-](OC(C)=O)OC(C)=O.[Na+] (sodium triacetoxyborohydride), C(C)(=O)O (acetic acid), [OH-].[Na+] (sodium hydroxide). Solvent: O (Water), ClCCCl (1,2-dichloroethane). The product is O1COC2=C1C=CC(=C2)CC(CCC)NCCCC (1-(1,3-Benzodioxol-5-yl)-2-butylaminopentane). Reaction SMILES: [O:1]1[C:5]2[CH:6]=[CH:7][C:8]([CH2:10][C:11](=O)[CH2:12][CH2:13][CH3:14])=[CH:9][C:4]=2[O:3][CH2:2]1.[CH2:16]([NH2:20])[CH2:17][CH2:18][CH3:19].C(O[BH-](OC(=O)C)OC(=O)C)(=O)C.[Na+].C(O)(=O)C.[OH-].[Na+]>ClCCCl.O>[O:1]1[C:5]2[CH:6]=[CH:7][C:8]([CH2:10][CH:11]([NH:20][CH2:16][CH2:17][CH2:18][CH3:19])[CH2:12][CH2:13][CH3:14])=[CH:9][C:4]=2[O:3][CH2:2]1 |f:2.3,5.6|. Reported procedure: A mixture of 2.0 g (9.7 mmol) of 1-(1,3-benzdioxol-5-yl)pentan-2-one, 0.71 g (9.7 mmol) of n-butylamine, 2.88 g (13.6 mmol) of sodium triacetoxyborohydride and 0.58 g (9.7 mmol) of acetic acid were stirred in 1,2-dichloroethane (34 ml) under argon gas for four days at room temperature. Thereafter, the mixture was alkalized with 1 N sodium hydroxide. Water (50 ml) was added to the mixture and was extracted three times with ether (70 ml). The obtained organic phase was washed with saturated sodium... The reactants are C(C)(C)(C)C=1C(=C(C(=O)C=2C=C(C#N)C=CC2)C=C(C1)C=1C(NC=CC1)=O)OC (3-[3-tert-butyl-2-methoxy-5-(2-oxo-1,2-dihydro-pyridin-3-yl)-benzoyl]-benzonitrile). Reagents/catalysts: [Ni] (Raney Nickel). Product: NCC=1C=C(C(=O)C=2C=C(C=C(C2OC)C(C)(C)C)C=2C(NC=CC2)=O)C=CC1 (3-[3-(3-aminomethyl-benzoyl)-5-tert-butyl-4-methoxy-phenyl]-1H-pyridin-2-one). As a reaction SMILES: [C:1]([C:5]1[C:6]([O:28][CH3:29])=[C:7]([CH:18]=[C:19]([C:21]2[C:22](=[O:27])[NH:23][CH:24]=[CH:25][CH:26]=2)[CH:20]=1)[C:8]([C:10]1[CH:11]=[C:12]([CH:15]=[CH:16][CH:17]=1)[C:13]#[N:14])=[O:9])([CH3:4])([CH3:3])[CH3:2]>[Ni]>[NH2:14][CH2:13][C:12]1[CH:11]=[C:10]([CH:17]=[CH:16][CH:15]=1)[C:8]([C:7]1[CH:18]=[C:19]([C:21]2[C:22](=[O:27])[NH:23][CH:24]=[CH:25][CH:26]=2)[CH:20]=[C:5]([C:1]([CH3:4])([CH3:3])[CH3:2])[C:6]=1[O:28][CH3:29])=[O:9]. Procedure: I-66 is prepared by catalytic hydrogenation of 41 with Raney Nickel (MeOH/NH40H) to afford 3-[3-(3-aminomethyl-benzoyl)-5-tert-butyl-4-methoxy-phenyl]-1H-pyridin-2-one. Conversion of the amine to a sulfonamide and cleavage of the pyridinyl ether are carried out in accord with the procedures in step 3 and 4 of example 6.